This data is from the Open Reaction Database (ORD), a public repository of structured organic reaction records. The task is: describe an organic reaction: reactants, conditions, products, and yield As a reaction SMILES: [C:1]([c:2]1[cH:3][cH:4][cH:5][cH:6][cH:7]1)(=[O:8])[c:9]1[cH:10][c:11]2[c:12]([n:13]([CH2:17][CH2:18][O:19][c:20]3[cH:21][cH:22][c:23]([CH2:26][CH:27]([C:28](=[O:29])[O:30][CH3:31])[NH:32][C:33](=[O:34])[O:35][C:36]([CH3:37])([CH3:38])[CH3:39])[cH:24][cH:25]3)[c:14](=[O:16])[s:15]2)[cH:40][cH:41]1.[CH3:42][I:43].[H-:45].[Na+:44].[O:46]=[CH:47][N:48]([CH3:49])[CH3:50]>>[C:1]([c:2]1[cH:3][cH:4][cH:5][cH:6][cH:7]1)(=[O:8])[c:9]1[cH:10][c:11]2[c:12]([n:13]([CH2:17][CH2:18][O:19][c:20]3[cH:21][cH:22][c:23]([CH2:26][CH:27]([C:28](=[O:29])[O:30][CH3:31])[N:32]([C:33](=[O:34])[O:35][C:36]([CH3:37])([CH3:38])[CH3:39])[CH3:42])[cH:24][cH:25]3)[c:14](=[O:16])[s:15]2)[cH:40][cH:41]1. The product is COC(=O)C(Cc1ccc(OCCn2c(=O)sc3cc(C(=O)c4ccccc4)ccc32)cc1)N(C)C(=O)OC(C)(C)C. Starting materials: COC(=O)C(Cc1ccc(OCCn2c(=O)sc3cc(C(=O)c4ccccc4)ccc32)cc1)NC(=O)OC(C)(C)C, CI, [H-], [Na+], CN(C)C=O. Reactants: ice, [N+](=O)([O-])C1=CC(=C(C=C1)N)N (4-Nitro-o-phenylenediamine), ice, CS(=O)(=O)Cl (methanesulfonyl chloride). Solvent: N1=CC=CC=C1 (pyridine). Reaction conditions: temperature 5 celsius. Yields the product NC1=C(NS(=O)(=O)C)C=CC(=C1)[N+](=O)[O-] (2'-Amino-4'-nitromethanesulfonanilide). Yield: 62.3%. RXN SMILES: [N+:1]([C:4]1[CH:9]=[CH:8][C:7]([NH2:10])=[C:6]([NH2:11])[CH:5]=1)([O-:3])=[O:2].[CH3:12][S:13](Cl)(=[O:15])=[O:14]>N1C=CC=CC=1>[NH2:11][C:6]1[CH:5]=[C:4]([N+:1]([O-:3])=[O:2])[CH:9]=[CH:8][C:7]=1[NH:10][S:13]([CH3:12])(=[O:15])=[O:14]. Reported procedure: 4-Nitro-o-phenylenediamine (30.6 g; 0.2 mole) was nearly dissolved in pyridine (ca. 500 ml.) The mixture was chilled to 5° C. and methanesulfonyl chloride (22.8 g; 0.2 mole) was added dropwise, while stirring, at <10° C. After the addition, the solution was left stirring at the ice bath temperature for about one hour. The reaction solution was poured into ice cold water (~2 liter) and stirred while scratching vigorously. The product was filtered and dried to yield 28.8 g (62 percent) beige solid... The reactants are CCOC(=O)CCBr, CCOC(C)=O, CCN(C(C)C)C(C)C, CC(C)Oc1ccc(-c2nc(-c3ccc4c(c3)OCCNC4)no2)cc1Cl, O. Yields the product CCOC(=O)CCN1CCOc2cc(-c3noc(-c4ccc(OC(C)C)c(Cl)c4)n3)ccc2C1. Reaction SMILES: [Br:28][CH2:29][CH2:30][C:31](=[O:32])[O:33][CH2:34][CH3:35].[CH3:45][CH2:46][O:47][C:48]([CH3:49])=[O:50].[CH:36]([N:37]([CH2:38][CH3:39])[CH:40]([CH3:41])[CH3:42])([CH3:43])[CH3:44].[Cl:1][c:2]1[cH:3][c:4](-[c:12]2[n:13][c:14](-[c:17]3[cH:18][c:19]4[c:20]([cH:26][cH:27]3)[CH2:21][NH:22][CH2:23][CH2:24][O:25]4)[n:15][o:16]2)[cH:5][cH:6][c:7]1[O:8][CH:9]([CH3:10])[CH3:11].[OH2:51]>>[Cl:1][c:2]1[cH:3][c:4](-[c:12]2[n:13][c:14](-[c:17]3[cH:18][c:19]4[c:20]([cH:26][cH:27]3)[CH2:21][N:22]([CH2:29][CH2:30][C:31](=[O:32])[O:33][CH2:34][CH3:35])[CH2:23][CH2:24][O:25]4)[n:15][o:16]2)[cH:5][cH:6][c:7]1[O:8][CH:9]([CH3:10])[CH3:11]. Reported procedure: 5.9 g (0.022 mol) of 1-[2-hydroxy-3-(4-fluorophenoxy)propyl]homopiperazine and 6.2 g (0.022 mol) of 4,4-bis(4-fluorophenyl)butyl chloride were dissolved with 3.2 g of calcium carbonate in 100 ml of toluene and heated to boiling under reflux with stirring for 2.5 h. After cooling, filtration with suction was carried out, the solvent was removed by distillation under reduced pressure, and the residue was purified by column chromatography. (Silica gel, eluent methylene chloride with 4% methanol). Y... Run in C1(=CC=CC=C1)C (toluene). Starting materials: OC(CN1CCNCCC1)COC1=CC=C(C=C1)F (1-[2-hydroxy-3-(4-fluorophenoxy)propyl]homopiperazine), FC1=CC=C(C=C1)C(CCCCl)C1=CC=C(C=C1)F (4,4-bis(4-fluorophenyl)butyl chloride), C([O-])([O-])=O.[Ca+2] (calcium carbonate). As a reaction SMILES: [OH:1][CH:2]([CH2:11][O:12][C:13]1[CH:18]=[CH:17][C:16]([F:19])=[CH:15][CH:14]=1)[CH2:3][N:4]1[CH2:10][CH2:9][CH2:8][NH:7][CH2:6][CH2:5]1.[F:20][C:21]1[CH:26]=[CH:25][C:24]([CH:27]([C:32]2[CH:37]=[CH:36][C:35]([F:38])=[CH:34][CH:33]=2)[CH2:28][CH2:29][CH2:30]Cl)=[CH:23][CH:22]=1.C(=O)([O-])[O-].[Ca+2]>C1(C)C=CC=CC=1>[F:20][C:21]1[CH:22]=[CH:23][C:24]([CH:27]([C:32]2[CH:33]=[CH:34][C:35]([F:38])=[CH:36][CH:37]=2)[CH2:28][CH2:29][CH2:30][N:7]2[CH2:8][CH2:9][CH2:10][N:4]([CH2:3][CH:2]([OH:1])[CH2:11][O:12][C:13]3[CH:14]=[CH:15][C:16]([F:19])=[CH:17][CH:18]=3)[CH2:5][CH2:6]2)=[CH:25][CH:26]=1 |f:2.3|. The product is FC1=CC=C(C=C1)C(CCCN1CCN(CCC1)CC(COC1=CC=C(C=C1)F)O)C1=CC=C(C=C1)F (1-[4,4-bis(4-fluorophenyl)butyl]-4-(2-hydroxy-3(4-fluorophenoxy)propyl]homopiperazine). Run at time 2.5 hour. The reactants are CCO, Cl, [Na+], CCOC(=O)CCCCOc1ccc2oc3ccccc3c(=O)c2c1, [OH-]. Yields the product O=C(O)CCCCOc1ccc2oc3ccccc3c(=O)c2c1. Reaction SMILES: [CH3:29][CH2:30][OH:31].[ClH:28].[Na+:27].[O:1]=[c:2]1[c:3]2[cH:4][cH:5][cH:6][cH:7][c:8]2[o:9][c:10]2[cH:11][cH:12][c:13]([O:16][CH2:17][CH2:18][CH2:19][CH2:20][C:21](=[O:22])[O:23][CH2:24][CH3:25])[cH:14][c:15]12.[OH-:26]>>[O:1]=[c:2]1[c:3]2[cH:4][cH:5][cH:6][cH:7][c:8]2[o:9][c:10]2[cH:11][cH:12][c:13]([O:16][CH2:17][CH2:18][CH2:19][CH2:20][C:21](=[O:22])[OH:23])[cH:14][c:15]12. The reactants are ClC1=CC=C(C=C1)C(O)C1=C(SC(=C1)C1=CC(=NC=C1)F)C1=NN(C=N1)C1OCCCC1 ((4-chlorophenyl){5-(2-fluoropyridin-4-yl)-2-[1-(tetrahydro-2H-pyran-2-yl)-1H-1,2,4-triazol-3-yl]-3-thienyl}methanol), C(O)CN (ethanolamine), C(C)(C)N(C(C)C)CC (N,N-diisopropylethylamine), CS(=O)C (dimethylsulfoxide), O1CCOCC1 (1,4-dioxane), Cl (HCl). Run in O (water). Reaction conditions: temperature 200 celsius. Yields the product ClC1=CC=C(C=C1)C(C=1C=C(SC1C1=NN=CN1)C1=CC(=NC=C1)NCCO)O (2-({4-[4-[(4-chlorophenyl)(hydroxy)methyl]-5-(4H-1,2,4-triazol-3-yl)-2-thienyl]pyridin-2-yl}amino)ethanol). Isolated yield 24.2%. Reaction SMILES: [Cl:1][C:2]1[CH:7]=[CH:6][C:5]([CH:8]([C:10]2[CH:14]=[C:13]([C:15]3[CH:20]=[CH:19][N:18]=[C:17](F)[CH:16]=3)[S:12][C:11]=2[C:22]2[N:26]=[CH:25][N:24](C3CCCCO3)[N:23]=2)[OH:9])=[CH:4][CH:3]=1.[CH2:33]([CH2:35][NH2:36])[OH:34].C(N(CC)C(C)C)(C)C.CS(C)=O.O1CCOCC1.Cl>O>[Cl:1][C:2]1[CH:7]=[CH:6][C:5]([CH:8]([OH:9])[C:10]2[CH:14]=[C:13]([C:15]3[CH:20]=[CH:19][N:18]=[C:17]([NH:36][CH2:35][CH2:33][OH:34])[CH:16]=3)[S:12][C:11]=2[C:22]2[NH:26][CH:25]=[N:24][N:23]=2)=[CH:4][CH:3]=1. Procedure: A mixture of (4-chlorophenyl){5-(2-fluoropyridin-4-yl)-2-[1-(tetrahydro-2H-pyran-2-yl)-1H-1,2,4-triazol-3-yl]-3-thienyl}methanol (80.0 mg, 0.170 mmol), ethanolamine (0.104 g, 1.70 mmol) and N,N-diisopropylethylamine (0.118 mL, 0.679 mmol) in dimethylsulfoxide (0.5 mL, 7 mmol) was heated at 200° C. for 1 h under argon. The reaction mixture was cooled, diluted with water and extracted with butanol. The butanol layer was collected and evaporated to a residue which was purified by chromatography (Si...